From a dataset of the Open Reaction Database (ORD), a public repository of structured organic reaction records. describe an organic reaction: reactants, conditions, products, and yield Starting materials: O (water), ClC1=CC=C(C=C1)N1S(C2=C(N(C1=O)C)C=C(C=C2)O)(=O)=O (2-(4-chlorophenyl)-6-hydroxy-4-methyl-2H-1,2,4-benzothiadiazine-3(4H)-one 1,1-dioxide), BrC(C(=O)OCC)C (ethyl 2-bromopropionate), C([O-])([O-])=O.[K+].[K+] (potassium carbonate). Run in CN(C=O)C (N,N-dimethyl formamide). Reaction conditions: time 8 hour. Yields the product ClC1=CC=C(C=C1)N1S(C2=C(N(C1=O)C)C=C(C=C2)OC(C)C(=O)OCC)(=O)=O (2-(4-chlorophenyl)-6-[1-(ethoxycarbonyl)ethoxy]-4-methyl-2H-1,2,4-benzothiadiazine -3(4H)-one 1,1-dioxide). Yield: 93.0%. As a reaction SMILES: [Cl:1][C:2]1[CH:7]=[CH:6][C:5]([N:8]2[C:13](=[O:14])[N:12]([CH3:15])[C:11]3[CH:16]=[C:17]([OH:20])[CH:18]=[CH:19][C:10]=3[S:9]2(=[O:22])=[O:21])=[CH:4][CH:3]=1.Br[CH:24]([CH3:30])[C:25]([O:27][CH2:28][CH3:29])=[O:26].C(=O)([O-])[O-].[K+].[K+].O>CN(C)C=O>[Cl:1][C:2]1[CH:7]=[CH:6][C:5]([N:8]2[C:13](=[O:14])[N:12]([CH3:15])[C:11]3[CH:16]=[C:17]([O:20][CH:24]([C:25]([O:27][CH2:28][CH3:29])=[O:26])[CH3:30])[CH:18]=[CH:19][C:10]=3[S:9]2(=[O:21])=[O:22])=[CH:4][CH:3]=1 |f:2.3.4|. Procedure details: A mixture of 2-(4-chlorophenyl)-6-hydroxy-4-methyl-2H-1,2,4-benzothiadiazine-3(4H)-one 1,1-dioxide (678 mg), ethyl 2-bromopropionate (362 mg), and potassium carbonate (207 mg) in dry N,N-dimethyl formamide (2 ml) was stirred overnight at ambient temperature. The mixture was poured into water and extracted twice with ethyl acetate. The organic layers were washed with water, dried, and evaporated under reduced pressure. The residue was crystallized from n-hexane to yield 2-(4-chlorophenyl)-6-[1-(e... The reactants are CO, Cl, O=C(Nc1cncc(Oc2cncnc2)c1)c1cc(F)ccn1. Product: COc1ccnc(C(=O)Nc2cncc(Oc3cncnc3)c2)c1. As a reaction SMILES: [CH3:24][OH:25].[ClH:26].[F:1][c:2]1[cH:3][c:4]([C:8](=[O:9])[NH:10][c:11]2[cH:12][n:13][cH:14][c:15]([O:17][c:18]3[cH:19][n:20][cH:21][n:22][cH:23]3)[cH:16]2)[n:5][cH:6][cH:7]1>>[c:2]1([O:25][CH3:24])[cH:3][c:4]([C:8](=[O:9])[NH:10][c:11]2[cH:12][n:13][cH:14][c:15]([O:17][c:18]3[cH:19][n:20][cH:21][n:22][cH:23]3)[cH:16]2)[n:5][cH:6][cH:7]1. The reactants are diazo, C(C)N(C1=CC=CC=C1)CC1=CC=CC=C1 (N-ethyl-N-benzyl aniline), S(N)(O)(=O)=O (sulphamic acid), NC=1C=C(C=CC1Cl)S(=O)(=O)F (3-Amino-4-chloro benzene sulphonyl fluoride), N(=O)OS(O)(=O)=O (Nitrosyl sulphuric acid), ice water. The solvent is CO (methanol), CC(=O)OCC1=C2C=CC=CC2=C(C3=CC=CC=C31)COC(=O)C.C(CC)(=O)O (acetic propionic acid). Conditions: time 2 hour. Yields the product ClC1=C(C=C(C=C1)S(=O)(=O)F)N=NC1=CC=C(N(CC2=CC=CC=C2)CC)C=C1 (4-(2-chloro-5-fluorosulphonylphenylazo)-N-ethyl-N-benzyl aniline). RXN SMILES: [NH2:1][C:2]1[CH:3]=[C:4]([S:9]([F:12])(=[O:11])=[O:10])[CH:5]=[CH:6][C:7]=1[Cl:8].N(OS(=O)(=O)O)=O.[CH2:20]([N:22]([CH2:29][C:30]1[CH:35]=[CH:34][CH:33]=[CH:32][CH:31]=1)[C:23]1[CH:28]=[CH:27][CH:26]=[CH:25][CH:24]=1)[CH3:21].S(=O)(=O)(O)[NH2:37]>CC(OCC1C2C(=CC=CC=2)C(COC(C)=O)=C2C=1C=CC=C2)=O.C(O)(=O)CC.CO>[Cl:8][C:7]1[CH:6]=[CH:5][C:4]([S:9]([F:12])(=[O:11])=[O:10])=[CH:3][C:2]=1[N:1]=[N:37][C:26]1[CH:27]=[CH:28][C:23]([N:22]([CH2:20][CH3:21])[CH2:29][C:30]2[CH:35]=[CH:34][CH:33]=[CH:32][CH:31]=2)=[CH:24][CH:25]=1 |f:4.5|. Procedure details: 3-Amino-4-chloro benzene sulphonyl fluoride (2 parts) was stirred in acetic/propionic acid 86/14 vol/vol (25 parts) and cooled to 0°-5° C. Nitrosyl sulphuric acid solution (3.8 parts) was added dropwise at 0°-5° C. and stirred under these conditions for 2 hours. The diazo solution was then added to a mixture of N-ethyl-N-benzyl aniline (2.7 parts), methanol (100 parts) and sulphamic acid (1 part) stirring at 0°-5° C. After stirring under these conditions for 30 mins, ice/water (100 parts) was ad... Starting materials: CCN=C=NCCCN(C)C (EDAC), FC1=C(N)C=C(C(=C1)F)Br (2,4-Difluoro-5-bromoaniline), C(=S)(N1C=NC=C1)N1C=NC=C1 (thiocarbonyldiimidazole), N(N)C(C(=O)NC1=CC=C(C=C1)N1CCOCC1)=O (2-Hydrazino-N-(4-morpholin-4-ylphenyl)-2 oxoacetamide), N(N)C(C(=O)NC1=CC=C(C=C1)N1CCOCC1)=O (2-Hydrazino-N-(4-morpholin-4-ylphenyl)-2 oxoacetamide). Solvent: O (water), CN(C)C=O (DMF). Run at time 16 hour. The product is BrC=1C(=CC(=C(C1)NC1=NN=C(O1)C(=O)NC1=CC=C(C=C1)N1CCOCC1)F)F (5-[(5-Bromo-2,4-difluorophenyl)amino]-N-(4-morpholin-4-ylphenyl)-1,3,4-oxadiazole-2-carboxamide). Isolated yield 35.1%. Reaction SMILES: [F:1][C:2]1[CH:8]=[C:7]([F:9])[C:6]([Br:10])=[CH:5][C:3]=1[NH2:4].[C:11](N1C=CN=C1)(N1C=CN=C1)=S.[NH:23]([C:25](=[O:41])[C:26]([NH:28][C:29]1[CH:34]=[CH:33][C:32]([N:35]2[CH2:40][CH2:39][O:38][CH2:37][CH2:36]2)=[CH:31][CH:30]=1)=[O:27])[NH2:24].CCN=C=NCCCN(C)C>CN(C=O)C.O>[Br:10][C:6]1[C:7]([F:9])=[CH:8][C:2]([F:1])=[C:3]([NH:4][C:11]2[O:41][C:25]([C:26]([NH:28][C:29]3[CH:30]=[CH:31][C:32]([N:35]4[CH2:36][CH2:37][O:38][CH2:39][CH2:40]4)=[CH:33][CH:34]=3)=[O:27])=[N:23][N:24]=2)[CH:5]=1. Reported procedure: 2,4-Difluoro-5-bromoaniline (208 mg, 1.04 mmol) was added to a solution of thiocarbonyldiimidazole (185 mg 1.04 mmol) in DMF (10 mL) and the mixture was stirred for 16 h. 2-Hydrazino-N-(4-morpholin-4-ylphenyl)-2 oxoacetamide (Intermediate 27, 211 mg, 0.8 mmol) was added and the mixture was stirred at 80° C. until a clear solution was obtained. EDAC (306 mg, 1.6 mmol) was added and stirring was continued for a further 1 h. The mixture was cooled then diluted with water (25 mL) and the resulting p... Starting materials: CCCBr, O=C([O-])[O-], CN(C)C=O, Clc1ncnc2cc[nH]c12, [Cs+], [Cs+], O. Yields the product CCCn1ccc2ncnc(Cl)c21. As a reaction SMILES: [Br:17][CH2:18][CH2:19][CH3:20].[C:11](=[O:12])([O-:13])[O-:14].[CH3:21][N:22]([CH3:23])[CH:24]=[O:25].[Cl:1][c:2]1[c:3]2[c:4]([n:5][cH:6][n:7]1)[cH:8][cH:9][nH:10]2.[Cs+:15].[Cs+:16].[OH2:26]>>[Cl:1][c:2]1[c:3]2[c:4]([n:5][cH:6][n:7]1)[cH:8][cH:9][n:10]2[CH2:18][CH2:19][CH3:20].